From a dataset of the Open Reaction Database (ORD), a public repository of structured organic reaction records. describe an organic reaction: reactants, conditions, products, and yield Reactants: CCOc1cc(C(C)(C)C)ncc1C1=NC(C)(c2ccc(Cl)cc2)C(C)(c2ccc(Cl)cc2)N1C(=O)N1CCC(CC(=O)O)CC1, Cc1ccc(C(C)N)cc1. The product is CCOc1cc(C(C)(C)C)ncc1C1=NC(C)(c2ccc(Cl)cc2)C(C)(c2ccc(Cl)cc2)N1C(=O)N1CCC(CC(=O)NC(C)c2ccc(C)cc2)CC1. As a reaction SMILES: [C:1]([CH3:2])([CH3:3])([CH3:4])[c:5]1[cH:6][c:7]([O:44][CH2:45][CH3:46])[c:8]([C:11]2=[N:15][C:14]([CH3:16])([c:17]3[cH:18][cH:19][c:20]([Cl:23])[cH:21][cH:22]3)[C:13]([CH3:24])([c:25]3[cH:26][cH:27][c:28]([Cl:31])[cH:29][cH:30]3)[N:12]2[C:32](=[O:33])[N:34]2[CH2:35][CH2:36][CH:37]([CH2:40][C:41](=[O:42])[OH:43])[CH2:38][CH2:39]2)[cH:9][n:10]1.[CH3:47][c:48]1[cH:49][cH:50][c:51]([CH:54]([CH3:55])[NH2:56])[cH:52][cH:53]1>>[C:1]([CH3:2])([CH3:3])([CH3:4])[c:5]1[cH:6][c:7]([O:44][CH2:45][CH3:46])[c:8]([C:11]2=[N:15][C:14]([CH3:16])([c:17]3[cH:18][cH:19][c:20]([Cl:23])[cH:21][cH:22]3)[C:13]([CH3:24])([c:25]3[cH:26][cH:27][c:28]([Cl:31])[cH:29][cH:30]3)[N:12]2[C:32](=[O:33])[N:34]2[CH2:35][CH2:36][CH:37]([CH2:40][C:41](=[O:43])[NH:56][CH:54]([c:51]3[cH:50][cH:49][c:48]([CH3:47])[cH:53][cH:52]3)[CH3:55])[CH2:38][CH2:39]2)[cH:9][n:10]1. The solvent is C(C)(=O)O (acetic acid), CO (methanol), C(Cl)Cl (methylene chloride). As a reaction SMILES: [NH2:1][C:2]1[CH:3]=[C:4]([CH:14]=[CH:15][CH:16]=1)[C:5]([CH:7]1[CH2:12][CH2:11][N:10]([CH3:13])[CH2:9][CH2:8]1)=[O:6].[CH:17]1([N:23]=[C:24]=[O:25])[CH2:22][CH2:21][CH2:20][CH2:19][CH2:18]1>C(Cl)Cl.C(O)(=O)C.CO>[CH:17]1([NH:23][C:24](=[O:25])[NH:1][C:2]2[CH:3]=[C:4]([CH:14]=[CH:15][CH:16]=2)[C:5]([CH:7]2[CH2:8][CH2:9][N:10]([CH3:13])[CH2:11][CH2:12]2)=[O:6])[CH2:22][CH2:21][CH2:20][CH2:19][CH2:18]1. Reactants: NC=1C=C(C(=O)C2CCN(CC2)C)C=CC1 (4-[3-aminobenzoyl]-1-methylpiperidine), C1(CCCCC1)N=C=O (cyclohexyl isocyanate), C1(CCCCC1)N=C=O (Cyclohexyl isocyanate), poly(4-dimethyaminopyridine). Product: C1(CCCCC1)NC(NC=1C=C(C(=O)C2CCN(CC2)C)C=CC1)=O (4-[3-(cyclohexylureido)benzoyl]-1-methylpiperidine). Procedure details: 4-[3-aminobenzoyl]-1-methylpiperidine (25 mg, 0.115 mmol) and cyclohexyl isocyanate (44 μL, 0.344 mmol) in methylene chloride (2 mL) were mixed for 72 h at ambient temperature. The solution was diluted with 10% acetic acid in methanol and poured over a Varian Mega Bond Elut™ strong cation exchange column. The column was rinsed extensively with methanol to remove impurities, then treated with a 2M ammonia in methanol to elute the product from the column. The solvent was evaporated and the residue... Yield: 92.2%. Reactants: CS(C)=O, Cl, O=N[O-], CC(C)(C)Cn1c(N)cc(=O)[nH]c1=O, [Na+], O. Product: CC(C)(C)Cn1c(N)c(N=O)c(=O)[nH]c1=O. Reaction SMILES: [CH3:20][S:21]([CH3:22])=[O:23].[ClH:15].[N:16](=[O:17])[O-:18].[NH2:1][c:2]1[cH:3][c:4](=[O:14])[nH:5][c:6](=[O:13])[n:7]1[CH2:8][C:9]([CH3:10])([CH3:11])[CH3:12].[Na+:19].[OH2:24]>>[NH2:1][c:2]1[c:3]([N:16]=[O:17])[c:4](=[O:14])[nH:5][c:6](=[O:13])[n:7]1[CH2:8][C:9]([CH3:10])([CH3:11])[CH3:12]. Starting materials: C1(CCCC1)C1=NC=2N(C(N3C(C2N1COC)=NC(C3)COS(=O)(=O)C)=O)CCC (2-Cyclopentyl-7,8-dihydro-8-methylsulfonyloxymethyl-1-methoxymethyl-4-(n-propyl)-1H-imidazo[2,1-i]purin-5(4H)-one), [K].C1(C=2C(C(N1)=O)=CC=CC2)=O (phthalimide potassium salt). Solvent: CN(C=O)C (N,N-dimethylformamide). Reaction conditions: temperature 120 celsius, time 4 hour. Product: C1(CCCC1)C1=NC=2N(C(N3C(C2N1COC)=NC(C3)CN3C(C1=CC=CC=C1C3=O)=O)=O)CCC (2-Cyclopentyl-8-(1,3-dioxoisoindolin-2-ylmethyl)-7,8-dihydro-1-methoxymethyl-4-(n-propyl)-1H-imidazo[2,1-i]purin-5(4H)-one). Yield: 104.0%. Reaction SMILES: [CH:1]1([C:6]2[N:14]([CH2:15][O:16][CH3:17])[C:13]3[C:12]4=[N:18][CH:19]([CH2:21]OS(C)(=O)=O)[CH2:20][N:11]4[C:10](=[O:27])[N:9]([CH2:28][CH2:29][CH3:30])[C:8]=3[N:7]=2)[CH2:5][CH2:4][CH2:3][CH2:2]1.[K].[C:32]1(=[O:42])[NH:36][C:35](=[O:37])[C:34]2=[CH:38][CH:39]=[CH:40][CH:41]=[C:33]12>CN(C)C=O>[CH:1]1([C:6]2[N:14]([CH2:15][O:16][CH3:17])[C:13]3[C:12]4=[N:18][CH:19]([CH2:21][N:36]5[C:32](=[O:42])[C:33]6[C:34](=[CH:38][CH:39]=[CH:40][CH:41]=6)[C:35]5=[O:37])[CH2:20][N:11]4[C:10](=[O:27])[N:9]([CH2:28][CH2:29][CH3:30])[C:8]=3[N:7]=2)[CH2:2][CH2:3][CH2:4][CH2:5]1 |f:1.2,^1:30|. Procedure details: Compound 18 (500 mg, 0.98 mmol) obtained in Example 18 was dissolved in N,N-dimethylformamide (10 mL), to the solution was added phthalimide potassium salt (485 mg, 2.62 mmol, 2.7 equivalents), and the mixture was stirred at 120° C. for 4 hours. The reaction mixture was partitioned with ethyl acetate and water, and the organic layer was washed with saturated aqueous sodium hydrogen carbonate and dried over anhydrous magnesium sulfate. After the reaction mixture was concentrated, the residue was ... Reactants: CC1=CC(=O)C(C)(C)O1, CCO, [Cl-], O=CC=Cc1ccc(Cl)cc1, [Na+], [Na+], [OH-]. Product: CC1(C)OC(C=CC=Cc2ccc(Cl)cc2)=CC1=O. RXN SMILES: [CH3:12][C:13]1([CH3:20])[O:14][C:15]([CH3:19])=[CH:16][C:17]1=[O:18].[CH3:25][CH2:26][OH:27].[Cl-:24].[Cl:1][c:2]1[cH:3][cH:4][c:5]([CH:6]=[CH:7][CH:8]=[O:9])[cH:10][cH:11]1.[Na+:22].[Na+:23].[OH-:21]>>[Cl:1][c:2]1[cH:3][cH:4][c:5]([CH:6]=[CH:7][CH:8]=[CH:19][C:15]2=[CH:16][C:17](=[O:18])[C:13]([CH3:12])([CH3:20])[O:14]2)[cH:10][cH:11]1. Starting materials: O=C([O-])[O-], CCOc1ccc(F)c(B(O)O)c1, COC(=O)c1ccc(OS(=O)(=O)C(F)(F)F)c(C2=CCCC2(C)C)c1, [K+], [K+], CN(C)C=O, c1ccc(P(c2ccccc2)(c2ccccc2)[Pd](P(c2ccccc2)(c2ccccc2)c2ccccc2)(P(c2ccccc2)(c2ccccc2)c2ccccc2)P(c2ccccc2)(c2ccccc2)c2ccccc2)cc1. Product: CCOc1ccc(F)c(-c2ccc(C(=O)OC)cc2C2=CCCC2(C)C)c1. RXN SMILES: [C:39](=[O:40])([O-:41])[O-:42].[CH2:26]([CH3:27])[O:28][c:29]1[cH:30][cH:31][c:32]([F:38])[c:33]([B:35]([OH:36])[OH:37])[cH:34]1.[CH3:1][C:2]1([CH3:25])[CH2:3][CH2:4][CH:5]=[C:6]1[c:7]1[cH:8][c:9]([C:10](=[O:11])[O:12][CH3:13])[cH:14][cH:15][c:16]1[O:17][S:18]([C:19]([F:20])([F:21])[F:22])(=[O:23])=[O:24].[K+:43].[K+:44].[O:45]=[CH:46][N:47]([CH3:48])[CH3:49].[cH:50]1[cH:51][cH:52][c:53]([P:54]([Pd:55]([P:56]([c:57]2[cH:58][cH:59][cH:60][cH:61][cH:62]2)([c:63]2[cH:64][cH:65][cH:66][cH:67][cH:68]2)[c:69]2[cH:70][cH:71][cH:72][cH:73][cH:74]2)([P:75]([c:76]2[cH:77][cH:78][cH:79][cH:80][cH:81]2)([c:82]2[cH:83][cH:84][cH:85][cH:86][cH:87]2)[c:88]2[cH:89][cH:90][cH:91][cH:92][cH:93]2)[P:94]([c:95]2[cH:96][cH:97][cH:98][cH:99][cH:100]2)([c:101]2[cH:102][cH:103][cH:104][cH:105][cH:106]2)[c:107]2[cH:108][cH:109][cH:110][cH:111][cH:112]2)([c:113]2[cH:114][cH:115][cH:116][cH:117][cH:118]2)[c:119]2[cH:120][cH:121][cH:122][cH:123][cH:124]2)[cH:125][cH:126]1>>[CH3:1][C:2]1([CH3:25])[CH2:3][CH2:4][CH:5]=[C:6]1[c:7]1[cH:8][c:9]([C:10](=[O:11])[O:12][CH3:13])[cH:14][cH:15][c:16]1-[c:33]1[c:32]([F:38])[cH:31][cH:30][c:29]([O:28][CH2:26][CH3:27])[cH:34]1.